From a dataset of the Open Reaction Database (ORD), a public repository of structured organic reaction records. describe an organic reaction: reactants, conditions, products, and yield Starting materials: FC1=CC=C(C=C1)C(C=O)=O ((4-fluoro-phenyl)-oxo-acetaldehyde), NN1C(=NN=C1N)CC1=CC=C(C=C1)O (4-(4,5-diamino-4H-[1,2,4]triazol-3-ylmethyl)-phenol). Run in C(C)(=O)O (acetic acid). Reaction conditions: time 8 hour. Yields the product desired product, FC1=CC=C(C=C1)C=1C=NC=2N(N1)C(=NN2)CC2=CC=C(C=C2)O (4-[6-(4-fluoro-phenyl)-[1,2,4]triazolo[4,3-b][1,2,4]triazin-3-ylmethyl ]phenol). RXN SMILES: [F:1][C:2]1[CH:7]=[CH:6][C:5]([C:8](=O)[CH:9]=O)=[CH:4][CH:3]=1.[NH2:12][N:13]1[C:17]([NH2:18])=[N:16][N:15]=[C:14]1[CH2:19][C:20]1[CH:25]=[CH:24][C:23]([OH:26])=[CH:22][CH:21]=1>C(O)(=O)C>[F:1][C:2]1[CH:3]=[CH:4][C:5]([C:8]2[CH:9]=[N:18][C:17]3[N:13]([C:14]([CH2:19][C:20]4[CH:25]=[CH:24][C:23]([OH:26])=[CH:22][CH:21]=4)=[N:15][N:16]=3)[N:12]=2)=[CH:6][CH:7]=1. Reported procedure: a mixture of (4-fluoro-phenyl)-oxo-acetaldehyde (72 mg, 0.4 mmol) and 4-(4,5-diamino-4H-[1,2,4]triazol-3-ylmethyl)-phenol (82 mg, 0.4 mmol) in acetic acid was stirred at room temperature overnight. The solvent was removed under reduced pressure and the residue was purified on a silica gel column (CH2Cl2:EtOAc=2:8, 3:7) to afford two isomers 4-[7-(4-fluoro-phenyl)-[1,2,4]triazolo[4,3-b][1,2,4]triazin-3-ylmethyl]-pheno desired product 4-[6-(4-fluoro-phenyl)-[1,2,4]triazolo[4,3-b][1,2,4]triazin-3-y... Starting materials: [Br-], CCCCC[Si]1(c2ccccc2)CCC(C2CCC(C=O)CC2)CC1, CC(C)(C)[O-], CCCCCC, Fc1ccc(C[P+](c2ccccc2)(c2ccccc2)c2ccccc2)cc1F, [K+], C1CCOC1, O. The product is CCCCC[Si]1(c2ccccc2)CCC(C2CCC(C=Cc3ccc(F)c(F)c3)CC2)CC1. RXN SMILES: [Br-:7].[CH2:41]([CH2:42][CH2:43][CH2:44][CH3:45])[Si:46]1([c:60]2[cH:61][cH:62][cH:63][cH:64][cH:65]2)[CH2:47][CH2:48][CH:49]([CH:52]2[CH2:53][CH2:54][CH:55]([CH:58]=[O:59])[CH2:56][CH2:57]2)[CH2:50][CH2:51]1.[CH3:1][C:2]([CH3:3])([O-:4])[CH3:5].[CH3:66][CH2:67][CH2:68][CH2:69][CH2:70][CH3:71].[F:8][c:9]1[cH:10][c:11]([CH2:12][P+:13]([c:14]2[cH:15][cH:16][cH:17][cH:18][cH:19]2)([c:20]2[cH:21][cH:22][cH:23][cH:24][cH:25]2)[c:26]2[cH:27][cH:28][cH:29][cH:30][cH:31]2)[cH:32][cH:33][c:34]1[F:35].[K+:6].[O:36]1[CH2:37][CH2:38][CH2:39][CH2:40]1.[OH2:72]>>[F:8][c:9]1[cH:10][c:11]([CH:12]=[CH:58][CH:55]2[CH2:54][CH2:53][CH:52]([CH:49]3[CH2:48][CH2:47][Si:46]([CH2:41][CH2:42][CH2:43][CH2:44][CH3:45])([c:60]4[cH:61][cH:62][cH:63][cH:64][cH:65]4)[CH2:51][CH2:50]3)[CH2:57][CH2:56]2)[cH:32][cH:33][c:34]1[F:35].